From a dataset of the Open Reaction Database (ORD), a public repository of structured organic reaction records. describe an organic reaction: reactants, conditions, products, and yield Starting materials: Cc1c(Br)cccc1C(=O)O, CO, [Na+], [OH-], O=S(=O)(O)O. Yields the product COC(=O)c1cccc(Br)c1C. RXN SMILES: [Br:1][c:2]1[c:3]([CH3:11])[c:4]([C:5](=[O:6])[OH:7])[cH:8][cH:9][cH:10]1.[CH3:19][OH:20].[Na+:18].[OH-:17].[S:12](=[O:13])(=[O:14])([OH:15])[OH:16]>>[Br:1][c:2]1[c:3]([CH3:11])[c:4]([C:5](=[O:6])[O:7][CH3:19])[cH:8][cH:9][cH:10]1. Reactants: ICl (Iodine monochloride), NC1=C(C=CC=C1)C(=O)C1=C(C=CC=C1)Cl ((2-aminophenyl)(2 chlorophenyl)methanone). Solvent: C(Cl)Cl (methylene chloride). Product: NC1=C(C=C(C=C1)I)C(=O)C1=C(C=CC=C1)Cl ((2-amino-5-iodophenyl) (2-chlorophenyl)methanone). The yield is 56.0%. Reaction SMILES: [I:1]Cl.[NH2:3][C:4]1[CH:9]=[CH:8][CH:7]=[CH:6][C:5]=1[C:10]([C:12]1[CH:17]=[CH:16][CH:15]=[CH:14][C:13]=1[Cl:18])=[O:11]>C(Cl)Cl>[NH2:3][C:4]1[CH:9]=[CH:8][C:7]([I:1])=[CH:6][C:5]=1[C:10]([C:12]1[CH:17]=[CH:16][CH:15]=[CH:14][C:13]=1[Cl:18])=[O:11]. Procedure details: Iodine monochloride, 15 ml (21 g), was added to a solution of 23 g (0.1 mol) of (2-aminophenyl)(2 chlorophenyl)methanone [ref. E. Reeder and L. H. Sternbach, U.S. Pat. No. 3,371,085; February 1968] in 500 ml of methylene chloride cooled to -60° C. After stirring with cooling for 5 hours, the cooling bath was removed and the temperature of the reaction mixture was allowed to reach 0° C. Following the addition of 300 ml of aqueous sodium bisulfite solution, the two phase system was stirred for 10 ... Starting materials: BrCCCCOc1ccc(CNCCN2CCCC2)cc1, C1CCNCC1, ClCCl, CN(C)C=O. Product: c1cc(OCCCCN2CCCCC2)ccc1CNCCN1CCCC1. As a reaction SMILES: [Br:6][CH2:7][CH2:8][CH2:9][CH2:10][O:11][c:12]1[cH:13][cH:14][c:15]([CH2:16][NH:17][CH2:18][CH2:19][N:20]2[CH2:21][CH2:22][CH2:23][CH2:24]2)[cH:25][cH:26]1.[CH2:27]1[CH2:28][CH2:29][NH:30][CH2:31][CH2:32]1.[Cl:33][CH2:34][Cl:35].[O:1]=[CH:2][N:3]([CH3:4])[CH3:5]>>[CH2:7]([CH2:8][CH2:9][CH2:10][O:11][c:12]1[cH:13][cH:14][c:15]([CH2:16][NH:17][CH2:18][CH2:19][N:20]2[CH2:21][CH2:22][CH2:23][CH2:24]2)[cH:25][cH:26]1)[N:30]1[CH2:29][CH2:28][CH2:27][CH2:32][CH2:31]1. Starting materials: O=C([O-])[O-], C=CCc1c(O)c(Br)cc2c(=O)c3ccccc3oc12, ClC(Cl)Cl, O=C(OO)c1cccc(Cl)c1, [K+], [K+], O. Yields the product O=C(O)C1Cc2c(c(Br)cc3c(=O)c4ccccc4oc23)O1. RXN SMILES: [C:36]([O-:37])([O-:38])=[O:39].[CH2:1]([CH:2]=[CH2:3])[c:4]1[c:5]([OH:20])[c:6]([Br:19])[cH:7][c:8]2[c:9](=[O:18])[c:10]3[cH:11][cH:12][cH:13][cH:14][c:15]3[o:16][c:17]12.[CH:32]([Cl:33])([Cl:34])[Cl:35].[Cl:21][c:22]1[cH:23][cH:24][cH:25][c:26]([C:27]([O:28][OH:29])=[O:30])[cH:31]1.[K+:40].[K+:41].[OH2:42]>>[CH2:1]1[CH:2]([C:36]([OH:37])=[O:39])[O:20][c:5]2[c:4]1[c:17]1[c:8]([cH:7][c:6]2[Br:19])[c:9](=[O:18])[c:10]2[cH:11][cH:12][cH:13][cH:14][c:15]2[o:16]1. Reactants: ClCCl.C(C)O (dichloromethane ethanol), C34H35ClN4O7, ClCl (chlorine), ClC=1C=CC2=C(NC(=N2)C(CC2=CC=C(C=C2)O)NC(C2=CC(=C(C=C2)C(=O)N2CCCC2)C)=O)C1 (N-[1-(6-chloro-1H-benzimidazol-2-yl)-2-(4-hydroxyphenyl)ethyl]-3-methyl-4-(pyrrolidin-1-ylcarbonyl)benzamide), BrCC(=O)OC (methyl bromoacetate), C([O-])([O-])=O.[K+].[K+] (potassium carbonate). Run in CN(C=O)C (dimethylformamide). The product is ClC=1C=CC2=C(N(C(=N2)C(CC2=C(C=C(C=C2)OC)OC=C=O)NC(C2=CC(=C(C=C2)C(=O)N2CCCC2)C)=O)CC(=O)OC)C1 (rac.-N-{1-[6-chloro-1-(methoxycarbonylmethyl)-1H-benzimidazol-2-yl]-2-(4-methoxy-carbonylmethoxyphenyl)ethyl}-3-methyl-4-(pyrrolidin-1-ylcarbonyl)benzamide). The yield is 17.0%. As a reaction SMILES: [Cl:1][C:2]1[CH:3]=[CH:4][C:5]2[N:9]=[C:8]([CH:10]([NH:19][C:20](=[O:35])[C:21]3[CH:26]=[CH:25][C:24]([C:27]([N:29]4[CH2:33][CH2:32][CH2:31][CH2:30]4)=[O:28])=[C:23]([CH3:34])[CH:22]=3)[CH2:11][C:12]3[CH:17]=[CH:16][C:15]([OH:18])=[CH:14][CH:13]=3)[NH:7][C:6]=2[CH:36]=1.Br[CH2:38][C:39]([O:41][CH3:42])=[O:40].[C:43](=[O:46])([O-])[O-].[K+].[K+].ClCl.Cl[CH2:52]Cl.[CH2:54]([OH:56])C>CN(C)C=O>[Cl:1][C:2]1[CH:3]=[CH:4][C:5]2[N:9]=[C:8]([CH:10]([NH:19][C:20](=[O:35])[C:21]3[CH:26]=[CH:25][C:24]([C:27]([N:29]4[CH2:33][CH2:32][CH2:31][CH2:30]4)=[O:28])=[C:23]([CH3:34])[CH:22]=3)[CH2:11][C:12]3[CH:13]=[CH:14][C:15]([O:18][CH3:52])=[CH:16][C:17]=3[O:56][CH:54]=[C:43]=[O:46])[N:7]([CH2:38][C:39]([O:41][CH3:42])=[O:40])[C:6]=2[CH:36]=1 |f:2.3.4,6.7|. Procedure details: Prepared analogously to Example 6b from N-[1-(6-chloro-1H-benzimidazol-2-yl)-2-(4-hydroxyphenyl)ethyl]-3-methyl-4-(pyrrolidin-1-ylcarbonyl)benzamide, methyl bromoacetate, and potassium carbonate in dimethylformamide. Yield: 17%; Rf value: 0.65 (silica gel; dichloromethane/ethanol=19:1); C34H35ClN4O7 (647.13); mass spectrum: (M+H)+=647/649 (chlorine isotope). Procedure: To an oven-dried flask was added anhydrous THF (20 mL) and 3-bromopyridine (2 mL, 20 mmol). Isopropylmagnesium chloride in THF (11 mL, 2.0 M solution) was then added dropwise over several minutes. The mixture was stirred at room temperature for 1 hour, and then 5-bromo-2-fluorobenzaldehyde (2.4 mL, 20 mmol) was added. After stirring for 1 further hour at room temperature, the reaction was quenched with saturated aqueous NH4Cl. The aqueous layer was extracted with EtOAc, dried over MgSO4, and pur... Reaction conditions: time 1 hour. Product: BrC=1C=CC(=C(C1)C(O)C=1C=NC=CC1)F ((5-bromo-2-fluorophenyl)(pyridin-3-yl)methanol). Solvent: C1CCOC1 (THF), C1CCOC1 (THF). Starting materials: BrC=1C=NC=CC1 (3-bromopyridine), C(C)(C)[Mg]Cl (Isopropylmagnesium chloride), BrC=1C=CC(=C(C=O)C1)F (5-bromo-2-fluorobenzaldehyde). As a reaction SMILES: Br[C:2]1[CH:3]=[N:4][CH:5]=[CH:6][CH:7]=1.C([Mg]Cl)(C)C.[Br:13][C:14]1[CH:15]=[CH:16][C:17]([F:22])=[C:18]([CH:21]=1)[CH:19]=[O:20]>C1COCC1>[Br:13][C:14]1[CH:15]=[CH:16][C:17]([F:22])=[C:18]([CH:19]([C:2]2[CH:3]=[N:4][CH:5]=[CH:6][CH:7]=2)[OH:20])[CH:21]=1. Starting materials: CC(C)(C(=O)O)c1cc(Cl)cc(Cl)c1, ClCCl, CN(C)C=O. Product: CC(C)(C(=O)Cl)c1cc(Cl)cc(Cl)c1. As a reaction SMILES: [Cl:1][c:2]1[cH:3][c:4]([C:9]([C:10](=[O:11])[OH:12])([CH3:13])[CH3:14])[cH:5][c:6]([Cl:8])[cH:7]1.[Cl:20][CH2:21][Cl:22].[O:15]=[CH:16][N:17]([CH3:18])[CH3:19]>>[Cl:1][c:2]1[cH:3][c:4]([C:9]([C:10](=[O:11])[Cl:20])([CH3:13])[CH3:14])[cH:5][c:6]([Cl:8])[cH:7]1.